This data is from the Open Reaction Database (ORD), a public repository of structured organic reaction records. The task is: describe an organic reaction: reactants, conditions, products, and yield Starting materials: C(C)N(C)C (ethyldimethylamine), COCCl (chloromethyl methyl ether). Solvent: CC(=O)C (acetone). Run at temperature 15 celsius, time 5 hour. Product: [Cl-].C(C)[N+](C)(C)COC (N-ethyl-N-methoxymethyl-N,N-dimethylammonium chloride). Reaction SMILES: [CH2:1]([N:3]([CH3:5])[CH3:4])[CH3:2].[CH3:6][O:7][CH2:8][Cl:9]>CC(C)=O>[Cl-:9].[CH2:1]([N+:3]([CH2:6][O:7][CH3:8])([CH3:5])[CH3:4])[CH3:2] |f:3.4|. Reported procedure: A 47.50 g quantity of ethyldimethylamine (reagent, product of Tokyo Kasei Co., Ltd.) was dissolved in 300 g of dehydrated acetone (reagent, Wako Pure Chemical Ind. Ltd.), followed by replacement with nitrogen. To the solution was added dropwise 52.30 g of chloromethyl methyl ether (reagent, product of Tokyo Kasei Co., Ltd. as purified by distillation) at 5° C. over a period of 1 hour. The mixture was thereafter stirred at a temperature of not higher than 15° C. for 5 hours to terminate the react... Reactants: FC(C1=CC=C(C=C1)C1NCCC2=CC=CC=C12)(F)F (1-(4-(trifluoromethyl)phenyl)-1,2,3,4-tetrahydroisoquinoline), C(O[C@H]1[C@@H](CC[C@H](C1)C)C(C)C)(=O)Cl ((1R,2S,5R)-2-isopropyl-5-methylcyclohexyl carbonochloridate), O (H2O). The solvent is C(Cl)Cl (DCM). Yields the product FC(C1=CC=C(C=C1)C1N(CCC2=CC=CC=C12)C(=O)O[C@H]1[C@@H](CC[C@H](C1)C)C(C)C)(F)F ((1R,2S,5R)-2-Isopropyl-5-methylcyclohexyl 1-(4-(trifluoromethyl)phenyl)-3,4-dihydroisoquinoline-2(1H)-carboxylate). As a reaction SMILES: [F:1][C:2]([F:20])([F:19])[C:3]1[CH:8]=[CH:7][C:6]([CH:9]2[C:18]3[C:13](=[CH:14][CH:15]=[CH:16][CH:17]=3)[CH2:12][CH2:11][NH:10]2)=[CH:5][CH:4]=1.[C:21](Cl)(=[O:33])[O:22][C@@H:23]1[CH2:28][C@H:27]([CH3:29])[CH2:26][CH2:25][C@H:24]1[CH:30]([CH3:32])[CH3:31].O>C(Cl)Cl>[F:20][C:2]([F:1])([F:19])[C:3]1[CH:4]=[CH:5][C:6]([CH:9]2[C:18]3[C:13](=[CH:14][CH:15]=[CH:16][CH:17]=3)[CH2:12][CH2:11][N:10]2[C:21]([O:22][C@@H:23]2[CH2:28][C@H:27]([CH3:29])[CH2:26][CH2:25][C@H:24]2[CH:30]([CH3:32])[CH3:31])=[O:33])=[CH:7][CH:8]=1. Reported procedure: A solution of 1-(4-(trifluoromethyl)phenyl)-1,2,3,4-tetrahydroisoquinoline (100 mg, 0.361 mmol, example 9 (step 3) and (1R,2S,5R)-2-isopropyl-5-methylcyclohexyl carbonochloridate (76.5 μL, 0.361 mmol) in DCM (1 mL) was stirred at RT for 16 h. Then, H2O (2 mL) was added and the mixture was extracted with EtOAc (2×5 mL). The combined organic extracts were dried over MgSO4 and concentrated. The residue was purified by silica gel flash column chromatography (0%-100% EtOAc/hexane) to give the title c... Reactants: O (water), C1(=CC=CC=C1)C=1SC=CC1C(=O)OC (methyl 2-phenylthiophene-3-carboxylate), C1CC(=O)N(C1=O)Cl (NCS), Cl(=O)(=O)(=O)O (perchloric acid). Solvent: C(Cl)(Cl)Cl (CHCl3). Run at temperature 50 celsius, time 8 hour. Product: ClC1=CC(=C(S1)C1=CC=CC=C1)C(=O)OC (methyl 5-chloro-2-phenylthiophene-3-carboxylate). Reaction SMILES: [C:1]1([C:7]2[S:8][CH:9]=[CH:10][C:11]=2[C:12]([O:14][CH3:15])=[O:13])[CH:6]=[CH:5][CH:4]=[CH:3][CH:2]=1.C1C(=O)N([Cl:23])C(=O)C1.Cl(O)(=O)(=O)=O.O>C(Cl)(Cl)Cl>[Cl:23][C:9]1[S:8][C:7]([C:1]2[CH:2]=[CH:3][CH:4]=[CH:5][CH:6]=2)=[C:11]([C:12]([O:14][CH3:15])=[O:13])[CH:10]=1. Procedure: To a solution of methyl 2-phenylthiophene-3-carboxylate and NCS in CHCl3 was added perchloric acid, followed by stirring at 50° C. for overnight. To the reaction mixture was added water, and the aqueous layer was extracted with EtOAc. The organic layer was washed with water and brine in this order, dried over MgSO4, and then concentrated under reduced pressure. The residue obtained was purified by medium-pressure preparative liquid chromatography (silica gel, YAMAZEN YFLC WPrep2XY, hexane:EtOAc)... As a reaction SMILES: [CH3:22][OH:23].[Cl:1][c:2]1[cH:3][c:4]2[c:5]([c:12]([CH:14]([OH:15])[c:16]3[n:17][cH:18][n:19]([CH3:21])[cH:20]3)[cH:13]1)[O:6][C:7]([CH3:10])([CH3:11])[O:8][CH2:9]2>>[ClH:1].[cH:2]1[cH:3][c:4]2[c:5]([c:12]([CH:14]([OH:15])[c:16]3[n:17][cH:18][n:19]([CH3:21])[cH:20]3)[cH:13]1)[O:6][C:7]([CH3:10])([CH3:11])[O:8][CH2:9]2. Reactants: CO, Cn1cnc(C(O)c2cc(Cl)cc3c2OC(C)(C)OC3)c1. The product is Cl, Cn1cnc(C(O)c2cccc3c2OC(C)(C)OC3)c1.